This data is from the Open Reaction Database (ORD), a public repository of structured organic reaction records. The task is: describe an organic reaction: reactants, conditions, products, and yield Reactants: CCN=C=NCCCN(C)C, ClCCl, Cl, Nc1ccccc1C(=O)NC(Cc1ccc([N+](=O)[O-])c(OCc2ccccc2)c1)C(=O)O, On1nnc2ccccc21. The product is O=C1NC(Cc2ccc([N+](=O)[O-])c(OCc3ccccc3)c2)C(=O)Nc2ccccc21. Reaction SMILES: [CH2:44]([N:45]=[C:46]=[N:47][CH2:48][CH2:49][CH2:50][N:51]([CH3:52])[CH3:53])[CH3:54].[Cl:55][CH2:56][Cl:57].[ClH:43].[NH2:1][c:2]1[c:3]([C:4](=[O:5])[NH:6][CH:7]([C:8](=[O:9])[OH:10])[CH2:11][c:12]2[cH:13][c:14]([O:21][CH2:22][c:23]3[cH:24][cH:25][cH:26][cH:27][cH:28]3)[c:15]([N+:18](=[O:19])[O-:20])[cH:16][cH:17]2)[cH:29][cH:30][cH:31][cH:32]1.[OH:33][n:34]1[c:35]2[c:36]([cH:37][cH:38][cH:39][cH:40]2)[n:41][n:42]1>>[NH:1]1[c:2]2[c:3]([cH:29][cH:30][cH:31][cH:32]2)[C:4](=[O:5])[NH:6][CH:7]([CH2:11][c:12]2[cH:13][c:14]([O:21][CH2:22][c:23]3[cH:24][cH:25][cH:26][cH:27][cH:28]3)[c:15]([N+:18](=[O:19])[O-:20])[cH:16][cH:17]2)[C:8]1=[O:9]. Reactants: CO (methanol), [Cl-].[NH4+] (ammonium chloride), [NH2-].[Na+] (sodium amide), CO (methanol), ClC=1C=C(C=CC1Cl)C(C(=O)OC)SCCC(C)=O (methyl 2-(3,4-dichlorophenyl)-2-(3-oxobutylthio)acetate). Solvent: O (water). Run at temperature 40 celsius, time 1 hour. Product: ClC=1C=C(C=CC1Cl)C1SCC(=C1O)C(=O)C (2-(3,4-Dichlorophenyl)-3-hydroxy-4-methylcarbonyl-2,5-dihyrothiophene). Yield: 69.3%. RXN SMILES: CO.[NH2-].[Na+].[Cl:5][C:6]1[CH:7]=[C:8]([CH:13]([S:18][CH2:19][CH2:20][C:21](=[O:23])[CH3:22])[C:14]([O:16]C)=O)[CH:9]=[CH:10][C:11]=1[Cl:12].[Cl-].[NH4+]>O>[Cl:5][C:6]1[CH:7]=[C:8]([CH:13]2[C:14]([OH:16])=[C:20]([C:21]([CH3:22])=[O:23])[CH2:19][S:18]2)[CH:9]=[CH:10][C:11]=1[Cl:12] |f:1.2,4.5|. Procedure details: A methanol (500 mL) solution of sodium amide (19.2 g, purity: 90%, 1.5 equivalent amounts based on the starting material) was heated to 40° C., and to this solution, a methanol (200 mL) solution of methyl 2-(3,4-dichlorophenyl)-2-(3-oxobutylthio)acetate (100 g, purity: 95%, 296 mmol) was dropwise added over a period of 12 minutes, followed by stirring at 40° C. for 1 hour. The reaction solution was cooled to 5° C., water (300 mL) was dropwise added over a period of 10 minutes, and then the solve... Reactants: C1(=CC=CC=C1)C=1OC=C(N1)C=O (2-phenyloxazole-4-carbaldehyde), [OH-].[Na+] (sodium hydroxide). The product is O=CC(C=O)NC(C1=CC=CC=C1)=O (N-(1,3-dioxopropan-2-yl)benzamide). The yield is 88.0%. As a reaction SMILES: [C:1]1([C:7]2[O:8][CH:9]=[C:10]([CH:12]=[O:13])[N:11]=2)[CH:6]=[CH:5][CH:4]=[CH:3][CH:2]=1.[OH-:14].[Na+]>>[O:8]=[CH:9][CH:10]([NH:11][C:7](=[O:14])[C:1]1[CH:6]=[CH:5][CH:4]=[CH:3][CH:2]=1)[CH:12]=[O:13] |f:1.2|. Procedure: 2-phenyloxazole-4-carbaldehyde (5.0 g, 28.9 mmol) and 2.0 M aqueous sodium hydroxide solution (50 ml) were heated to 70° C. in a 250 mL Erlenmeyer flask until dissolved. Some insoluble dark material remained which was removed by filtration. The reaction was cooled in an ice bath and acidified (sulfuric acid) with swirling. The resulting solid was collected by filtration, washed with water, and dried under vacuum to provide the title compound (4.85 g, 88%). Starting materials: N#CN=C(Nc1cccc(Br)c1)Oc1ccccc1, Cc1c[nH]c2ncnc(N3CCNC(C(C)C)C3)c12, CC(C)O. Yields the product Cc1c[nH]c2ncnc(N3CCN(C(=NC#N)Nc4cccc(Br)c4)C(C(C)C)C3)c12. Reaction SMILES: [Br:20][c:21]1[cH:22][c:23]([NH:27][C:28]([O:29][c:30]2[cH:31][cH:32][cH:33][cH:34][cH:35]2)=[N:36][C:37]#[N:38])[cH:24][cH:25][cH:26]1.[CH:1]([CH3:2])([CH3:3])[CH:4]1[CH2:5][N:6]([c:10]2[c:11]3[c:12]([n:13][cH:14][n:15]2)[nH:16][cH:17][c:18]3[CH3:19])[CH2:7][CH2:8][NH:9]1.[CH:39]([OH:40])([CH3:41])[CH3:42]>>[CH:1]([CH3:2])([CH3:3])[CH:4]1[CH2:5][N:6]([c:10]2[c:11]3[c:12]([n:13][cH:14][n:15]2)[nH:16][cH:17][c:18]3[CH3:19])[CH2:7][CH2:8][N:9]1[C:28]([NH:27][c:23]1[cH:22][c:21]([Br:20])[cH:26][cH:25][cH:24]1)=[N:36][C:37]#[N:38].